From a dataset of the Open Reaction Database (ORD), a public repository of structured organic reaction records. describe an organic reaction: reactants, conditions, products, and yield RXN SMILES: [C:1]([N:8]1[CH2:13][CH2:12][C:11]([CH3:22])([C:14]2[CH:19]=[CH:18][CH:17]=[C:16]([CH:20]=[CH2:21])[CH:15]=2)[CH:10]([CH3:23])[CH2:9]1)(=O)[CH2:2][CH2:3][CH2:4][CH2:5][CH3:6].B.C[N+]([O-:29])(C)C.[Cl-].[Na+]>COCCOCCOC.C(OCC)C>[CH2:1]([N:8]1[CH2:13][CH2:12][C:11]([CH3:22])([C:14]2[CH:19]=[CH:18][CH:17]=[C:16]([CH2:20][CH2:21][OH:29])[CH:15]=2)[CH:10]([CH3:23])[CH2:9]1)[CH2:2][CH2:3][CH2:4][CH2:5][CH3:6] |f:3.4|. Run in COCCOCCOC (bis(2-methoxyethyl)ether), C(C)OCC (diethyl ether). Reported procedure: To a stirred solution of 1-hexanoyl-3,4-dimethyl-4-(3-vinylphenyl)-piperidine (Preparation 8, 50 mg, 0.16 mmol) in bis(2-methoxyethyl)ether (1.5 mL) at 0° C. under nitrogen was added dropwise borane (1.0 M in tetrahydrofuran, 0.35 mL, 0.35 mmol). The reaction mixture was stirred at 0° C. for 30 minutes and then for 2 hours at room temperature. Trimethylamine N-oxide (48 mg, 0.64 mmol) was subsequently added and the reaction mixture heated at reflux under a nitrogen atmosphere for 2 hours. To the... Reactants: C(CCCCC)(=O)N1CC(C(CC1)(C1=CC(=CC=C1)C=C)C)C (1-hexanoyl-3,4-dimethyl-4-(3-vinylphenyl)-piperidine), B (borane), [Cl-].[Na+] (sodium chloride), C[N+](C)(C)[O-] (Trimethylamine N-oxide). Conditions: temperature 0 celsius, time 30 minute. The product is C(CCCCC)N1CC(C(CC1)(C1=CC(=CC=C1)CCO)C)C (1-Hexyl-3,4-dimethyl-4-(3-(2-hydroxyethyl)phenyl)-piperidine). Isolated yield 59.1%. Yields the product C(C)(C)(C)O[C@H](C(=O)OCC)C=1C(=NC=2N(C1C=1C(=C3CCCOC3=C(C1)F)C)N=C(C2F)C(NCC2=CC(=C(C=C2)F)C)=O)C ((2S)-Ethyl 2-(tert-butoxy)-2-(3-fluoro-2-((4-fluoro-3-methylbenzyl)carbamoyl)-7-(8-fluoro-5-methylchroman-6-yl)-5-methylpyrazolo[1,5-a]pyrimidin-6-yl)acetate). Conditions: time 18 hour. Procedure details: To a slurry of (2S)-ethyl 2-(tert-butoxy)-2-(2-((4-fluoro-3-methylbenzyl)carbamoyl)-7-(8-fluoro-5-methylchroman-6-yl)-5-methylpyrazolo[1,5-a]pyrimidin-6-yl)acetate (82 mg, 0.132 mmol, 1 equiv) in acetonitrile (2.6 mL) was added Selectfluor (56 mg, 0.159 mmol, 1.2 equiv). After stirring 18 h, reaction is an orange slurry. LCMS indicated ˜50% conversion. The reaction was diluted with DCM and washed with saturated aqueous bicarbonate. The DCM layer was dried (Na2SO4) and concentrated in vacuo. The ... Starting materials: C(C)(C)(C)O[C@H](C(=O)OCC)C=1C(=NC=2N(C1C=1C(=C3CCCOC3=C(C1)F)C)N=C(C2)C(NCC2=CC(=C(C=C2)F)C)=O)C ((2S)-ethyl 2-(tert-butoxy)-2-(2-((4-fluoro-3-methylbenzyl)carbamoyl)-7-(8-fluoro-5-methylchroman-6-yl)-5-methylpyrazolo[1,5-a]pyrimidin-6-yl)acetate), [B-](F)(F)(F)F.[B-](F)(F)(F)F.C1C[N+]2(CC[N+]1(CC2)CCl)F (Selectfluor). As a reaction SMILES: [C:1]([O:5][C@@H:6]([C:12]1[C:13]([CH3:45])=[N:14][C:15]2[N:16]([N:30]=[C:31]([C:33](=[O:44])[NH:34][CH2:35][C:36]3[CH:41]=[CH:40][C:39]([F:42])=[C:38]([CH3:43])[CH:37]=3)[CH:32]=2)[C:17]=1[C:18]1[C:19]([CH3:29])=[C:20]2[C:25](=[C:26]([F:28])[CH:27]=1)[O:24][CH2:23][CH2:22][CH2:21]2)[C:7]([O:9][CH2:10][CH3:11])=[O:8])([CH3:4])([CH3:3])[CH3:2].[B-](F)(F)(F)[F:47].[B-](F)(F)(F)F.C1[N+]2(CCl)CC[N+](F)(CC2)C1>C(#N)C.C(Cl)Cl>[C:1]([O:5][C@@H:6]([C:12]1[C:13]([CH3:45])=[N:14][C:15]2[N:16]([N:30]=[C:31]([C:33](=[O:44])[NH:34][CH2:35][C:36]3[CH:41]=[CH:40][C:39]([F:42])=[C:38]([CH3:43])[CH:37]=3)[C:32]=2[F:47])[C:17]=1[C:18]1[C:19]([CH3:29])=[C:20]2[C:25](=[C:26]([F:28])[CH:27]=1)[O:24][CH2:23][CH2:22][CH2:21]2)[C:7]([O:9][CH2:10][CH3:11])=[O:8])([CH3:4])([CH3:3])[CH3:2] |f:1.2.3|. The solvent is C(Cl)Cl (DCM), C(C)#N (acetonitrile). The yield is 26.1%. The reactants are OC1=C(C(CC(C1)C1=CC=C(C=C1)S)=O)C(CC)=O (3-hydroxy-5-(4-mercaptophenyl)-2-propionyl-cyclohex-2-en-1-one), FC1=NC=C(C=C1F)C(F)(F)F (2,3-difluoro-5-(trifluoromethyl)pyridine), C([O-])([O-])=O.[K+].[K+] (potassium carbonate). Solvent: C(C)#N (acetonitrile), O (water), C(Cl)Cl (methylene chloride). Run at time 1 hour. The product is C(CC)(=O)C=1C(CC(CC1O)C1=CC=C(C=C1)SC1=NC=C(C=C1F)C(F)(F)F)=O (2-Propionyl-3-hydroxy-5-(4-(5-(trifluoromethyl)-3-fluoro-2-pyridylthio)phenyl)cyclohex-2-en-1-one). Yield: 89.5%. As a reaction SMILES: [OH:1][C:2]1[CH2:7][CH:6]([C:8]2[CH:13]=[CH:12][C:11]([SH:14])=[CH:10][CH:9]=2)[CH2:5][C:4](=[O:15])[C:3]=1[C:16](=[O:19])[CH2:17][CH3:18].F[C:21]1[C:26]([F:27])=[CH:25][C:24]([C:28]([F:31])([F:30])[F:29])=[CH:23][N:22]=1.C(=O)([O-])[O-].[K+].[K+]>C(#N)C.O.C(Cl)Cl>[C:16]([C:3]1[C:2](=[O:1])[CH2:7][CH:6]([C:8]2[CH:13]=[CH:12][C:11]([S:14][C:21]3[C:26]([F:27])=[CH:25][C:24]([C:28]([F:31])([F:29])[F:30])=[CH:23][N:22]=3)=[CH:10][CH:9]=2)[CH2:5][C:4]=1[OH:15])(=[O:19])[CH2:17][CH3:18] |f:2.3.4|. Procedure: To a solution of 4.0 g (0.0145 mol) of 3-hydroxy-5-(4-mercaptophenyl)-2-propionyl-cyclohex-2-en-1-one in 50 mL of acetonitrile was added 3.90 g (0.0212 mol) of 2,3-difluoro-5-(trifluoromethyl)pyridine and 4.50 g (0.0326 mol) of powdered potassium carbonate. The mixture was stirred one hour at ambient temperature and then heated at reflux for 1.5 hours and cooled to room temperature. The reaction mixture was diluted with 150 mL of water and 150 mL of methylene chloride. The organic layer was sepa...